Dataset: the Open Reaction Database (ORD), a public repository of structured organic reaction records. Task: describe an organic reaction: reactants, conditions, products, and yield The reactants are CC(C)(C)OC(=O)CN, CN=C=S, CCOC(C)=O, Cl. The product is CNC(=S)NCC(=O)OC(C)(C)C. As a reaction SMILES: [C:2]([CH3:3])([CH3:4])([CH3:5])[O:6][C:7]([CH2:8][NH2:9])=[O:10].[CH3:11][N:12]=[C:13]=[S:14].[CH3:15][CH2:16][O:17][C:18](=[O:19])[CH3:20].[ClH:1]>>[C:2]([CH3:3])([CH3:4])([CH3:5])[O:6][C:7]([CH2:8][NH:9][C:13]([NH:12][CH3:11])=[S:14])=[O:10].